Dataset: the Open Reaction Database (ORD), a public repository of structured organic reaction records. Task: describe an organic reaction: reactants, conditions, products, and yield Conditions: temperature 100 celsius, time 35.5 hour. Yields the product C(C1=CC=CC=C1)N1C=NC=2N=C(NC(C12)=O)C1=C(C=CC=C1)O (7-benzyl-2-(2-hydroxyphenyl)hypoxanthine). Reaction SMILES: [CH2:1]([N:8]1[C:16]2[C:15](=[O:17])[NH:14][C:13]([C:18]3[CH:23]=[CH:22][CH:21]=[CH:20][C:19]=3[O:24]C)=[N:12][C:11]=2[N:10]=[CH:9]1)[C:2]1[CH:7]=[CH:6][CH:5]=[CH:4][CH:3]=1.Br>C(O)(=O)C>[CH2:1]([N:8]1[C:16]2[C:15](=[O:17])[NH:14][C:13]([C:18]3[CH:23]=[CH:22][CH:21]=[CH:20][C:19]=3[OH:24])=[N:12][C:11]=2[N:10]=[CH:9]1)[C:2]1[CH:7]=[CH:6][CH:5]=[CH:4][CH:3]=1. Reported procedure: 1.36 g (4.09 mmol) of 7-benzyl-2-(2-methoxyphenyl) hypoxanthine prepared by the same method as in Example 15 was dissolved in 20 ml of acetic acid. After the addition of 3 ml of hydrobromic acid, the mixture was stirred for 35.5 hours at 100° C. After cooling, the produced crystals were separated by filtration and washed with distilled water and ethanol. The crude crystals were purified by suspension in hot ethanol to obtain 0.88 g of 7-benzyl-2-(2-hydroxyphenyl)hypoxanthine (yield 68%). The reactants are C(C1=CC=CC=C1)N1C=NC=2N=C(NC(C12)=O)C1=C(C=CC=C1)OC (7-benzyl-2-(2-methoxyphenyl) hypoxanthine), Br (hydrobromic acid). The solvent is C(C)(=O)O (acetic acid). Yield: 67.6%. Starting materials: CCOc1ccn(-c2ccc(F)cc2)c(=O)c1C(=O)Cl, Cn1cc(-c2cnccc2Oc2cc(F)c(N)cc2Cl)cn1, ClCCl, c1ccncc1. The product is CCOc1ccn(-c2ccc(F)cc2)c(=O)c1C(=O)Nc1cc(Cl)c(Oc2ccncc2-c2cnn(C)c2)cc1F. RXN SMILES: [CH2:1]([CH3:2])[O:3][c:4]1[c:5]([C:18](=[O:19])[Cl:20])[c:6](=[O:17])[n:7](-[c:10]2[cH:11][cH:12][c:13]([F:16])[cH:14][cH:15]2)[cH:8][cH:9]1.[Cl:21][c:22]1[c:23]([O:30][c:31]2[c:32](-[c:37]3[cH:38][n:39][n:40]([CH3:42])[cH:41]3)[cH:33][n:34][cH:35][cH:36]2)[cH:24][c:25]([F:29])[c:26]([NH2:28])[cH:27]1.[Cl:43][CH2:44][Cl:45].[cH:46]1[cH:47][cH:48][n:49][cH:50][cH:51]1>>[CH2:1]([CH3:2])[O:3][c:4]1[c:5]([C:18](=[O:19])[NH:28][c:26]2[c:25]([F:29])[cH:24][c:23]([O:30][c:31]3[c:32](-[c:37]4[cH:38][n:39][n:40]([CH3:42])[cH:41]4)[cH:33][n:34][cH:35][cH:36]3)[c:22]([Cl:21])[cH:27]2)[c:6](=[O:17])[n:7](-[c:10]2[cH:11][cH:12][c:13]([F:16])[cH:14][cH:15]2)[cH:8][cH:9]1. Starting materials: B(F)(F)F.CCOCC (BF3.Et2O), [OH-].[Na+] (NaOH), solution, CC[Mg+].[Br-] (EtMgBr), O1C(=CC=C1)C#N (2-furonitrile). Reagents/catalysts: CC([O-])C.[Ti+4].CC([O-])C.CC([O-])C.CC([O-])C (titanium isopropoxide). Run in C1CCOC1 (THF), C1CCOC1 (THF). Reaction conditions: time 15 minute. Product: O1C(=CC=C1)C1(CC1)N (1-(furan-2-yl)cyclopropanamine). As a reaction SMILES: [O:1]1[CH:5]=[CH:4][CH:3]=[C:2]1[C:6]#[N:7].[CH3:8][CH2:9][Mg+].[Br-].B(F)(F)F.CCOCC.[OH-].[Na+]>C1COCC1.CC(C)[O-].[Ti+4].CC(C)[O-].CC(C)[O-].CC(C)[O-]>[O:1]1[CH:5]=[CH:4][CH:3]=[C:2]1[C:6]1([NH2:7])[CH2:9][CH2:8]1 |f:1.2,3.4,5.6,8.9.10.11.12|. Reported procedure: To a solution of 2-furonitrile (5 g, 53.71 mmol, 1.0 eq) in dry THF under an argon atmosphere was added slowly titanium isopropoxide (18.9 ml, 64.4 mmol, 1.2 eq) at r.t. The reaction mixture was stirred for 15 min. A 1M solution of EtMgBr in THF (129 ml, 129 mmol, 2.4 eq) was added slowly via syringe to the mixture at 0° C. After addition, the reaction mixture was allowed to warm to r.t. and stirred at r.t. for 2 hour. BF3.Et2O (10.4 ml) was then added slowly to the mixture at 0° C. After the co... The reactants are O=C([O-])O, CCOC(C)=O, CC(=O)OC(C)=O, CCOP(=O)(CN(c1ccc2[nH]ccc2c1)S(=O)(=O)c1cc(Cl)cc(Cl)c1)OCC, [Na+], O. The product is CCOP(=O)(CN(c1ccc2c(ccn2C(C)=O)c1)S(=O)(=O)c1cc(Cl)cc(Cl)c1)OCC. As a reaction SMILES: [C:38](=[O:39])([O-:40])[OH:41].[CH3:31][CH2:32][O:33][C:34](=[O:35])[CH3:36].[CH3:43][C:44]([O:45][C:46](=[O:47])[CH3:48])=[O:49].[Cl:1][c:2]1[cH:3][c:4]([S:9](=[O:10])(=[O:11])[N:12]([c:13]2[cH:14][c:15]3[cH:16][cH:17][nH:18][c:19]3[cH:20][cH:21]2)[CH2:22][P:23]([O:24][CH2:25][CH3:26])([O:27][CH2:28][CH3:29])=[O:30])[cH:5][c:6]([Cl:8])[cH:7]1.[Na+:42].[OH2:37]>>[Cl:1][c:2]1[cH:3][c:4]([S:9](=[O:10])(=[O:11])[N:12]([c:13]2[cH:14][c:15]3[cH:16][cH:17][n:18]([C:32]([CH3:31])=[O:33])[c:19]3[cH:20][cH:21]2)[CH2:22][P:23]([O:24][CH2:25][CH3:26])([O:27][CH2:28][CH3:29])=[O:30])[cH:5][c:6]([Cl:8])[cH:7]1. Reactants: ClC1=C2C3=CC(CCC3(CC2=CC(=C1Cl)OC)CC)=O (5,6-dichloro-9a-ethyl-7-methoxy-1,2,9,9a-tetrahydro-3H-fluoren-3-one), ClC1=C2C3=CC(CCC3(CC2=CC(=C1Cl)OCC(=O)O)CC)=O ([(5,6-Dichloro-9a-ethyl-3-oxo-1,2,9,9a-tetrahydro-3H-fluoren-7-yl)oxy]acetic acid). Yields the product ClC1=C2C3=CC(CCC3(CC2=CC(=C1Cl)O)CC)=O (5,6-dichloro-9a-ethyl-7-hydroxy-1,2,9,9a-tetrahydro-3H-fluoren-3-one). Reaction SMILES: [Cl:1][C:2]1[C:14]([Cl:15])=[C:13]([O:16]C)[CH:12]=[C:11]2[C:3]=1[C:4]1[C:9]([CH2:18][CH3:19])([CH2:10]2)[CH2:8][CH2:7][C:6](=[O:20])[CH:5]=1.ClC1C(Cl)=C(OCC(O)=O)C=C2C=1C1C(CC)(C2)CCC(=O)C=1>>[Cl:1][C:2]1[C:14]([Cl:15])=[C:13]([OH:16])[CH:12]=[C:11]2[C:3]=1[C:4]1[C:9]([CH2:18][CH3:19])([CH2:10]2)[CH2:8][CH2:7][C:6](=[O:20])[CH:5]=1. Reported procedure: Carrying out a reaction as described in Example 1, Step C, except that the 5,6-dichloro-9a-ethyl-7-methoxy-1,2,9,9a-tetrahydro-3H-fluoren-3-one is replaced by an equimolar quantity of [(5,6-dichloro-9a-ethyl-3-oxo-1,2,9,9a-tetrahydro-3H-fluoren-7-yl)oxy]acetic acid (Example 20, Step D), there is obtained 5,6-dichloro-9a-ethyl-7-hydroxy-1,2,9,9a-tetrahydro-3H-fluoren-3-one. Reactants: CN(CC(C)NC1=CC=C(C=C1)[N+](=O)[O-])C (N1,N1-Dimethyl-N2-(4-nitro-phenyl)-propane-1,2-diamine), O.NN (hydrazine monohydrate). Reagents/catalysts: [Ni] (Raney nickel). The solvent is C(C)O (ethanol). Reaction conditions: temperature 50 celsius, time 2 hour. Yields the product CN(CC(C)NC1=CC=C(C=C1)N)C (N-(2-Dimethylamino-1-methyl-ethyl)-benzene-1,4-diamine). RXN SMILES: [CH3:1][N:2]([CH3:16])[CH2:3][CH:4]([NH:6][C:7]1[CH:12]=[CH:11][C:10]([N+:13]([O-])=O)=[CH:9][CH:8]=1)[CH3:5].O.NN>C(O)C.[Ni]>[CH3:16][N:2]([CH3:1])[CH2:3][CH:4]([NH:6][C:7]1[CH:8]=[CH:9][C:10]([NH2:13])=[CH:11][CH:12]=1)[CH3:5] |f:1.2|. Reported procedure: To a solution of N1,N1-Dimethyl-N2-(4-nitro-phenyl)-propane-1,2-diamine (446 mg, 2 mmol) in absolute ethanol (20 mL) was added hydrazine monohydrate (0.78 mL, 8 equiv.) followed by the addition of a small portion of Raney nickel. The reaction mixture was heated to 50° C. with stirring for 2 h at which point all gas evolution had ceased. The reaction mixture was filtered through celite to remove the Raney nickel. The filtrate was concentrated under reduced pressure to give the N-(2-Dimethylamino-... Reactants: NCC[C@@H](C)N1CCC(CC1)N(CC=1C=NC=CC1C)C1=CC=C(C=C1)OCC ([1-((R)-3-Amino-1-methyl-propyl)-piperidin-4-yl]-(4-ethoxy-phenyl)-(4-methyl-pyridin-3-ylmethyl)-amine), ClC1=C(C(=O)O)C(=CC=N1)C (2-chloro-4-methyl-nicotinic acid), CCN(C(C)C)C(C)C (DIPEA), CCN=C=NCCCN(C)C (EDCI), C=1C=CC2=C(C1)N=NN2O (HOBT). Run in CN(C)C=O (DMF). Reaction conditions: time 16 hour. The product is ClC1=C(C(=O)NCC[C@@H](C)N2CCC(CC2)N(CC=2C=NC=CC2C)C2=CC=C(C=C2)OCC)C(=CC=N1)C (2-chloro-N-((R)-3-{4-[(4-ethoxy-phenyl)-(4-methyl-pyridin-3-ylmethyl)-amino]-piperidin-1-yl}-butyl)-4-methyl-nicotinamide). The yield is 59.6%. RXN SMILES: [NH2:1][CH2:2][CH2:3][C@H:4]([N:6]1[CH2:11][CH2:10][CH:9]([N:12]([C:21]2[CH:26]=[CH:25][C:24]([O:27][CH2:28][CH3:29])=[CH:23][CH:22]=2)[CH2:13][C:14]2[CH:15]=[N:16][CH:17]=[CH:18][C:19]=2[CH3:20])[CH2:8][CH2:7]1)[CH3:5].CCN=C=NCCCN(C)C.C1C=CC2N(O)N=NC=2C=1.[Cl:51][C:52]1[N:60]=[CH:59][CH:58]=[C:57]([CH3:61])[C:53]=1[C:54](O)=[O:55].CCN(C(C)C)C(C)C>CN(C=O)C>[Cl:51][C:52]1[N:60]=[CH:59][CH:58]=[C:57]([CH3:61])[C:53]=1[C:54]([NH:1][CH2:2][CH2:3][C@H:4]([N:6]1[CH2:11][CH2:10][CH:9]([N:12]([C:21]2[CH:26]=[CH:25][C:24]([O:27][CH2:28][CH3:29])=[CH:23][CH:22]=2)[CH2:13][C:14]2[CH:15]=[N:16][CH:17]=[CH:18][C:19]=2[CH3:20])[CH2:8][CH2:7]1)[CH3:5])=[O:55]. Reported procedure: [1-((R)-3-Amino-1-methyl-propyl)-piperidin-4-yl]-(4-ethoxy-phenyl)-(4-methyl-pyridin-3-ylmethyl)-amine (58.0 mg, 0.15 mmol), EDCI (30.9 mg, 0.16 mmol) and HOBT (21.8 mg, 0.16 mmol) were combined in DMF (5 mL) to give a pale yellow solution. To this solution was added 2-chloro-4-methyl-nicotinic acid (27.5 mg, 0.16 mmol) followed by DIPEA (30.6 μL, 0.18 mmol) and the resulting mixture was stirred at room temperature for 16 h. Standard workup according to General Procedure C gave the crude product... Starting materials: O=C([O-])[O-], CC(=O)O, [NH4+], [NH4+], O=C(O)c1ccc(O)cc1C(=O)O. RXN SMILES: [C:1](=[O:2])([O-:3])[O-:4].[C:20]([OH:21])(=[O:22])[CH3:23].[NH4+:5].[NH4+:6].[OH:7][C:8]([c:10]1[cH:11][cH:12][c:13]([OH:14])[cH:15][c:16]1[C:17]([OH:9])=[O:19])=[O:18]>>[NH:5]1[C:8](=[O:7])[c:10]2[cH:11][cH:12][c:13]([OH:14])[cH:15][c:16]2[C:17]1=[O:19]. The product is O=C1NC(=O)c2cc(O)ccc21.